The task is: describe an organic reaction: reactants, conditions, products, and yield. This data is from the Open Reaction Database (ORD), a public repository of structured organic reaction records. Starting materials: [H-].[Na+] (sodium hydride), BrC=1C=CC(=C(CC#N)C1)OCOC (5-bromo-2-methoxymethoxybenzyl cyanide), ClC1=NC=CC=C1C(F)(F)F (2-chloro-3-trifluoromethylpyridine), C1(=CC=C(C=C1)S(=O)[O-])C.[Na+] (sodium p-toluenesulfinate). Solvent: CN(C)C=O (DMF). Run at time 30 minute. Product: BrC=1C=CC(=C(C(C#N)C2=NC=CC=C2C(F)(F)F)C1)OCOC (2-(5-bromo-α-cyano-2-methoxymethoxybenzyl)-3-trifluoromethyl-pyridine). The yield is 48.0%. Reaction SMILES: [H-].[Na+].[Br:3][C:4]1[CH:5]=[CH:6][C:7]([O:13][CH2:14][O:15][CH3:16])=[C:8]([CH:12]=1)[CH2:9][C:10]#[N:11].Cl[C:18]1[C:23]([C:24]([F:27])([F:26])[F:25])=[CH:22][CH:21]=[CH:20][N:19]=1.C1(C)C=CC(S([O-])=O)=CC=1.[Na+]>CN(C=O)C>[Br:3][C:4]1[CH:5]=[CH:6][C:7]([O:13][CH2:14][O:15][CH3:16])=[C:8]([CH:12]=1)[CH:9]([C:18]1[C:23]([C:24]([F:27])([F:26])[F:25])=[CH:22][CH:21]=[CH:20][N:19]=1)[C:10]#[N:11] |f:0.1,4.5|. Procedure: Sixty % sodium hydride (656 mg) was added, at room temperature, to a mixture of 5-bromo-2-methoxymethoxybenzyl cyanide (3.50 g), 2-chloro-3-trifluoromethylpyridine (2.48 g), sodium p-toluenesulfinate (731 mg) and DMF (35 ml), followed by stirring for 30 minutes at the same temperature under argon atmosphere. The reaction mixture was poured into an aqueous saline solution, followed by extraction with ethyl acetate. The extract solution was washed with an aqueous saline solution, dried (anhydrous ... Starting materials: C(CCC)OCCOC1=CC=C(C=C1)C=1C=CC2=C(C=C(CCN2CC2=COC=C2)C(=O)OC)C1 (methyl 7-(4-butoxyethoxyphenyl)-1-(3-furylmethyl)-2,3-dihydro-1-benzazepine-4-carboxylate), Cl (hydrochloric acid), [OH-].[Na+] (sodium hydroxide), O (water). Solvent: O1CCCC1 (tetrahydrofuran), CO (methanol). Reaction conditions: time 3 day. The product is C(CCC)OCCOC1=CC=C(C=C1)C=1C=CC2=C(C=C(CCN2CC2=COC=C2)C(=O)O)C1 (7-(4-butoxyethoxyphenyl)-1-(3-furylmethyl)-2,3-dihydro-1-benzazepine-4-carboxylic acid). The yield is 103.7%. Reaction SMILES: [CH2:1]([O:5][CH2:6][CH2:7][O:8][C:9]1[CH:14]=[CH:13][C:12]([C:15]2[CH:16]=[CH:17][C:18]3[N:24]([CH2:25][C:26]4[CH:30]=[CH:29][O:28][CH:27]=4)[CH2:23][CH2:22][C:21]([C:31]([O:33]C)=[O:32])=[CH:20][C:19]=3[CH:35]=2)=[CH:11][CH:10]=1)[CH2:2][CH2:3][CH3:4].[OH-].[Na+].O.Cl>O1CCCC1.CO>[CH2:1]([O:5][CH2:6][CH2:7][O:8][C:9]1[CH:10]=[CH:11][C:12]([C:15]2[CH:16]=[CH:17][C:18]3[N:24]([CH2:25][C:26]4[CH:30]=[CH:29][O:28][CH:27]=4)[CH2:23][CH2:22][C:21]([C:31]([OH:33])=[O:32])=[CH:20][C:19]=3[CH:35]=2)=[CH:13][CH:14]=1)[CH2:2][CH2:3][CH3:4] |f:1.2|. Procedure details: To a solution of methyl 7-(4-butoxyethoxyphenyl)-1-(3-furylmethyl)-2,3-dihydro-1-benzazepine-4-carboxylate (310 mg) in a mixture of tetrahydrofuran (21 ml) and methanol (21 ml) was added 1N sodium hydroxide solution (7 ml), and the mixture was stirred at room temperature for 3 days. Then, to the mixture was added water at 0° C., and 1N hydrochloric acid was further added to make acidic (pH=4), and the mixture was extracted with ethyl acetate. The organic layer was washed with water and saturated... The reactants are compound, Br (HBr), Cl (HCl), Cl.COC1=CC(=C(C=C1)N)N (4-methoxy-1,2-phenylenediamine hydrochloride), C(=O)O (formic acid), Cl (HCl). Solvent: O (water). Yields the product OC1=CC2=C(NC=N2)C=C1 (5-hydroxy-1H-benzimidazole). The yield is 88.0%. RXN SMILES: Cl.C[O:3][C:4]1[CH:9]=[CH:8][C:7]([NH2:10])=[C:6]([NH2:11])[CH:5]=1.[CH:12](O)=O.Cl.Br>O>[OH:3][C:4]1[CH:9]=[CH:8][C:7]2[NH:10][CH:12]=[N:11][C:6]=2[CH:5]=1 |f:0.1|. Reported procedure: Twenty grams (0.114 mole) of 4-methoxy-1,2-phenylenediamine hydrochloride was refluxed with 30 ml of 88% formic acid, 15 ml of concentrated HCl and 90 ml of water for eight hours. The solvent was then removed in vacuo and the residue was treated with 100 ml of concentrated NH4OH, extracted with dichloromethane (2×200 ml), dried over MgSO4 and concentrated to leave a thick oil which was converted to its HCl salt, mp 212°-5° C. (12.8 g, 60%). This compound (12.0 g, 65 mmole) was refluxed with 125 ... Reported procedure: Quinoline (70 μL, 0.6 mmol), 15 mg of 5% Pd/BaSO4 and 61 mg (0.25 mmol) of 3,4-dihydroxy-5-[(4-phenyl)-3-butynyl]-2(5H)-furanone were combined in 20 mL of ethanol and hydrogenated at atmospheric pressure until 12 mL (0.5 mmol) of H2 was consumed as measured by a H2O filled burette. The catalyst was removed by filtration through two #1 fluted filter papers and the solution was concentrated to a volume of about 5 mL, taken up in SOmL of ether and washed with 3×15 mL of 5% aqueous HCl, 20 mL of H2O... As a reaction SMILES: N1C2C(=CC=CC=2)C=CC=1.[OH:11][C:12]1[C:13](=[O:28])[O:14][CH:15]([CH2:18][CH2:19][C:20]#[C:21][C:22]2[CH:27]=[CH:26][CH:25]=[CH:24][CH:23]=2)[C:16]=1[OH:17]>C(O)C.[Pd].[O-]S([O-])(=O)=O.[Ba+2]>[OH:11][C:12]1[C:13](=[O:28])[O:14][CH:15]([CH2:18][CH2:19][CH2:20][CH2:21][C:22]2[CH:27]=[CH:26][CH:25]=[CH:24][CH:23]=2)[C:16]=1[OH:17] |f:3.4.5|. Starting materials: N1=CC=CC2=CC=CC=C12 (Quinoline), OC=1C(OC(C1O)CCC#CC1=CC=CC=C1)=O (3,4-dihydroxy-5-[(4-phenyl)-3-butynyl]-2(5H)-furanone). Run in C(C)O (ethanol). Reagents/catalysts: [Pd].[O-]S(=O)(=O)[O-].[Ba+2] (Pd BaSO4). Product: OC=1C(OC(C1O)CCCCC1=CC=CC=C1)=O (3,4-dihydroxy-5-(4-phenylbutanyl)-2(5H)-furanone). The product is FC=1C=C(C(=C2C(=CN(C12)C)CCN(C)C)OC)C1=CC=CC=C1 (2-(7-fluoro-4-methoxy-1-methyl-5-phenyl-1H-indol-3-yl)-N,N-dimethylethanamine). Procedure: Following the procedure used to prepare compound 1-7a (step 6 scheme 1), compound 8-12 gave compound 8-13 As a reaction SMILES: C(OC1C(F)=CC=C2C=1C(CCN(C)C)=CN2)C1C=CC=CC=1.[F:24][C:25]1[CH:26]=[C:27]([C:43]2[CH:48]=[CH:47][CH:46]=[CH:45][CH:44]=2)[C:28]([O:41][CH3:42])=[C:29]2[C:33]=1[N:32]([CH3:34])[CH:31]=[C:30]2[CH2:35][C:36]([N:38]([CH3:40])[CH3:39])=O>>[F:24][C:25]1[CH:26]=[C:27]([C:43]2[CH:44]=[CH:45][CH:46]=[CH:47][CH:48]=2)[C:28]([O:41][CH3:42])=[C:29]2[C:33]=1[N:32]([CH3:34])[CH:31]=[C:30]2[CH2:35][CH2:36][N:38]([CH3:39])[CH3:40]. Starting materials: C(C1=CC=CC=C1)OC1=C2C(=CNC2=CC=C1F)CCN(C)C (2-(4-Benzyloxy-5-fluoro-1H-indol-3-yl)-N,N-dimethylethanamine), FC=1C=C(C(=C2C(=CN(C12)C)CC(=O)N(C)C)OC)C1=CC=CC=C1 (2-(7-fluoro-4-methoxy-1-methyl-5-phenyl-1H-indol-3-yl)-N,N-dimethylacetamide). Solvent: CO (methanol), C(C)(=O)OCC (ethyl acetate). Procedure details: N,N-Dimethyl-[6-(9-fluorenone-2-carbonyl)-4,5,6,7-tetrahydrofuro[2,3-c]pyridin-2-ylmethyl]amine 0.188 g was dissolved in 2 ml of methanol; hydrogen chloride in ethyl acetate was added in excess, followed by stirring. This mixture was concentrated; the resulting solid was washed with diethyl ether to yield the desired product. Product: Cl.CN(C)CC1=CC2=C(CN(CC2)C(=O)C2=CC=3C(C4=CC=CC=C4C3C=C2)=O)O1 (N,N-dimethyl-(6-(9-fluorenone-2-carbonyl)-4,5,6,7-tetrahydrofuro[2,3-c]pyridin-2-ylmethyl]amine hydrochloride). Reaction SMILES: [CH3:1][N:2]([CH2:4][C:5]1[O:29][C:8]2[CH2:9][N:10]([C:13]([C:15]3[CH:27]=[CH:26][C:25]4[C:24]5[C:19](=[CH:20][CH:21]=[CH:22][CH:23]=5)[C:18](=[O:28])[C:17]=4[CH:16]=3)=[O:14])[CH2:11][CH2:12][C:7]=2[CH:6]=1)[CH3:3].[ClH:30]>CO.C(OCC)(=O)C>[ClH:30].[CH3:3][N:2]([CH2:4][C:5]1[O:29][C:8]2[CH2:9][N:10]([C:13]([C:15]3[CH:27]=[CH:26][C:25]4[C:24]5[C:19](=[CH:20][CH:21]=[CH:22][CH:23]=5)[C:18](=[O:28])[C:17]=4[CH:16]=3)=[O:14])[CH2:11][CH2:12][C:7]=2[CH:6]=1)[CH3:1] |f:4.5|. Reactants: CN(C)CC1=CC2=C(CN(CC2)C(=O)C2=CC=3C(C4=CC=CC=C4C3C=C2)=O)O1 (N,N-Dimethyl-[6-(9-fluorenone-2-carbonyl)-4,5,6,7-tetrahydrofuro[2,3-c]pyridin-2-ylmethyl]amine), Cl (hydrogen chloride). The reactants are [OH-].[Na+] (sodium hydroxide), COC(C1=CC(=C(C=C1)\C=C\C1=NNC2=CC=CC=C12)NC(=O)C=1SC=CC1C)=O ((E)-4-[2-(1H-indazol-3-yl)vinyl]-3-[(3-methylthiophen-2-ylcarbonyl)amino]benzoic acid methyl ester), Cl (hydrochloric acid). Run in CO (methanol). Conditions: temperature 40 celsius, time 1 hour. Product: N1N=C(C2=CC=CC=C12)/C=C/C1=C(C=C(C(=O)O)C=C1)NC(=O)C=1SC=CC1C ((E)-4-[2-(1H-indazol-3-yl)vinyl]-3-[(3-methylthiophen-2-ylcarbonyl)amino]benzoic acid). The yield is 84.4%. As a reaction SMILES: C[O:2][C:3](=[O:30])[C:4]1[CH:9]=[CH:8][C:7](/[CH:10]=[CH:11]/[C:12]2[C:20]3[C:15](=[CH:16][CH:17]=[CH:18][CH:19]=3)[NH:14][N:13]=2)=[C:6]([NH:21][C:22]([C:24]2[S:25][CH:26]=[CH:27][C:28]=2[CH3:29])=[O:23])[CH:5]=1.[OH-].[Na+].Cl>CO>[NH:14]1[C:15]2[C:20](=[CH:19][CH:18]=[CH:17][CH:16]=2)[C:12](/[CH:11]=[CH:10]/[C:7]2[CH:8]=[CH:9][C:4]([C:3]([OH:30])=[O:2])=[CH:5][C:6]=2[NH:21][C:22]([C:24]2[S:25][CH:26]=[CH:27][C:28]=2[CH3:29])=[O:23])=[N:13]1 |f:1.2|. Procedure: Compound 97 (740 mg, 1.77 mmol) was dissolved in methanol (5.00 mL) and the solution was added with 2 mol/L aqueous sodium hydroxide solution (5.00 mL), followed by stirring at 40° C. for 1 hour. The reaction mixture was acidified by hydrochloric acid (6 mol/L) and the precipitated crystal was collected by filtration to obtain Compound 98 (603 mg, 85%).